Dataset: the Open Reaction Database (ORD), a public repository of structured organic reaction records. Task: describe an organic reaction: reactants, conditions, products, and yield The reactants are CC(=O)O[BH-](OC(C)=O)OC(C)=O, O=C([O-])O, ClCCl, CC(=O)O, [Na+], [Na+], O=Cc1ccc(O)c([N+](=O)[O-])c1, COc1ccc(-c2cc3ccccc3[nH]2)cc1N. The product is COc1ccc(-c2cc3ccccc3[nH]2)cc1NCc1ccc(O)c([N+](=O)[O-])c1. Reaction SMILES: [C:31]([O:32][BH-:33]([O:34][C:35](=[O:36])[CH3:37])[O:38][C:39](=[O:40])[CH3:41])(=[O:42])[CH3:43].[C:45](=[O:46])([OH:47])[O-:48].[CH2:50]([Cl:51])[Cl:52].[CH3:53][C:54](=[O:55])[OH:56].[Na+:44].[Na+:49].[OH:1][c:2]1[c:3]([N+:10](=[O:11])[O-:12])[cH:4][c:5]([CH:6]=[O:7])[cH:8][cH:9]1.[nH:13]1[c:14](-[c:22]2[cH:23][cH:24][c:25]([O:29][CH3:30])[c:26]([NH2:28])[cH:27]2)[cH:15][c:16]2[cH:17][cH:18][cH:19][cH:20][c:21]12>>[OH:1][c:2]1[c:3]([N+:10](=[O:11])[O-:12])[cH:4][c:5]([CH2:6][NH:28][c:26]2[c:25]([O:29][CH3:30])[cH:24][cH:23][c:22](-[c:14]3[nH:13][c:21]4[c:16]([cH:15]3)[cH:17][cH:18][cH:19][cH:20]4)[cH:27]2)[cH:8][cH:9]1. Reactants: [Al+3], CC(C)(C)c1cccc2c1OCCC2, CC(=O)Cl, [Cl-], [Cl-], [Cl-], ClCCl. Yields the product CC(=O)c1cc2c(c(C(C)(C)C)c1)OCCC2. As a reaction SMILES: [Al+3:2].[C:9]([CH3:10])([CH3:11])([CH3:12])[c:13]1[cH:14][cH:15][cH:16][c:17]2[c:22]1[O:21][CH2:20][CH2:19][CH2:18]2.[CH3:5][C:6]([Cl:7])=[O:8].[Cl-:1].[Cl-:3].[Cl-:4].[Cl:23][CH2:24][Cl:25]>>[CH3:5][C:6](=[O:8])[c:15]1[cH:14][c:13]([C:9]([CH3:10])([CH3:11])[CH3:12])[c:22]2[c:17]([cH:16]1)[CH2:18][CH2:19][CH2:20][O:21]2. Starting materials: C(CC)[C@@H]1CC[C@H](CC1)[C@@H]1CC[C@H](CC1)Br (trans-4-(trans-4-propylcyclohexyl)-cyclohexylbromide), [Li] (lithium), C1(=CC=CC=C1)C (toluene), BrC=1C=CC(=NC1)OCC (5-bromo-2-ethoxy-pyridine), Pd (Ph3P)4. Reagents/catalysts: [Zn+2].[Br-].[Br-] (ZnBr2). Solvent: C1CCOC1 (THF). Reaction conditions: time 4 hour. Yields the product C(C)OC1=NC=C(C=C1)[C@@H]1CC[C@H](CC1)[C@@H]1CC[C@H](CC1)CCC (2-ethoxy-5-[trans-4-(trans-4-propylcyclohexyl)cyclohexyl]-pyridine). Reaction SMILES: [CH2:1]([C@H:4]1[CH2:9][CH2:8][C@H:7]([C@H:10]2[CH2:15][CH2:14][C@H:13](Br)[CH2:12][CH2:11]2)[CH2:6][CH2:5]1)[CH2:2][CH3:3].[Li].C1(C)C=CC=CC=1.Br[C:26]1[CH:27]=[CH:28][C:29]([O:32][CH2:33][CH3:34])=[N:30][CH:31]=1>[Zn+2].[Br-].[Br-].C1COCC1>[CH2:33]([O:32][C:29]1[CH:28]=[CH:27][C:26]([C@H:13]2[CH2:14][CH2:15][C@H:10]([C@H:7]3[CH2:6][CH2:5][C@H:4]([CH2:1][CH2:2][CH3:3])[CH2:9][CH2:8]3)[CH2:11][CH2:12]2)=[CH:31][N:30]=1)[CH3:34] |f:4.5.6,^1:16|. Reported procedure: 0.02 m of trans-4-(trans-4-propylcyclohexyl)-cyclohexylbromide, 0.04 m of lithium, 0.01 m of ZnBr2, 40 ml of toluene and 12 ml of THF are stirred at 0°-10° for 2 hours under ultrasonic. The 0.02 m of 5-bromo-2-ethoxy-pyridine and 0.5 g Pd (Ph3P)4 as the catalyst are added, and the mixture is stirred for further 4 hours at room temperature. Customary work-up yields 2-ethoxy-5-[trans-4-(trans-4-propylcyclohexyl)cyclohexyl]-pyridine. Reactants: FC(CCCCCCCO)(C(F)(F)F)F (8,8,9,9,9-pentafluorononan-1-ol), N1=CC=CC=C1 (pyridine), C1(=CC=C(C=C1)S(=O)(=O)Cl)C (p-toluenesulphonyl chloride). Run in O (water). Run at time 1.5 hour. Product: S(=O)(=O)(OCCCCCCCC(C(F)(F)F)(F)F)C1=CC=C(C)C=C1 (8,8,9,9,9-Pentafluorononyl Tosylate). Reaction SMILES: [F:1][C:2]([F:15])([C:11]([F:14])([F:13])[F:12])[CH2:3][CH2:4][CH2:5][CH2:6][CH2:7][CH2:8][CH2:9][OH:10].N1C=CC=CC=1.[C:22]1([CH3:32])[CH:27]=[CH:26][C:25]([S:28](Cl)(=[O:30])=[O:29])=[CH:24][CH:23]=1>O>[S:28]([C:25]1[CH:26]=[CH:27][C:22]([CH3:32])=[CH:23][CH:24]=1)([O:10][CH2:9][CH2:8][CH2:7][CH2:6][CH2:5][CH2:4][CH2:3][C:2]([F:15])([F:1])[C:11]([F:12])([F:13])[F:14])(=[O:30])=[O:29]. Reported procedure: 3.0 g of 8,8,9,9,9-pentafluorononan-1-ol are dissolved in 26 ml of abs. pyridine, 3.1 g of p-toluenesulphonyl chloride are added at 0° C. and the mixture is stirred in the cold for 1.5 hours. The reaction mixture is then added to water, extracted 3 times with ether, dried over magnesium sulphate and concentrated in vacuo. Preparative column chromatography on silica gel using a hexane-ethyl acetate gradient leads to 4.1 g of 8,8,9,9,9-pentafluorononyl tosylate as a clear oil. Reactants: ice, ClC1=C(C(N(C(=N1)C1=CC=CC=C1)CC#C)=O)C (6-chloro-5-methyl-2-phenyl-3-propargyl-4(3H)-pyrimidinone), CNC (dimethylamine). Run in O1CCCC1 (tetrahydrofuran), CCOCC (ether). Yields the product CN(C1=C(C(N(C(=N1)C1=CC=CC=C1)CC#C)=O)C)C (6-dimethylamino-5-methyl-2-phenyl-3-propargyl-4(3H)-pyrimidinone). Reaction SMILES: Cl[C:2]1[N:7]=[C:6]([C:8]2[CH:13]=[CH:12][CH:11]=[CH:10][CH:9]=2)[N:5]([CH2:14][C:15]#[CH:16])[C:4](=[O:17])[C:3]=1[CH3:18].[CH3:19][NH:20][CH3:21]>O1CCCC1.CCOCC>[CH3:19][N:20]([CH3:21])[C:2]1[N:7]=[C:6]([C:8]2[CH:13]=[CH:12][CH:11]=[CH:10][CH:9]=2)[N:5]([CH2:14][C:15]#[CH:16])[C:4](=[O:17])[C:3]=1[CH3:18]. Reported procedure: To an ice cooled solution of 1.5 g (3.8 mmol) 6-chloro-5-methyl-2-phenyl-3-propargyl-4(3H)-pyrimidinone in 4 mL of tetrahydrofuran, was added 22 mL (99 mmol) of 4.5M dimethylamine in ether portionwise (2-4 mL) over a period of 7 days. The reaction mixture was allowed to warm and stir at room temperature after each addition. The progress of the reaction was followed by gas chromatography and proceeded to 80% completion. The solvent was removed in vacuo and the residue was taken up in ether and wa... Reactants: OC(CCCCCCCCCCCC)C1=CC(OC1O)=O (4-(1-hydroxytridecyl)-5-hydroxy-2(5H)-furanone), CO (methanol). Reagents/catalysts: B(F)(F)F.CCOCC (BF3.OEt2). Solvent: C(Cl)Cl (methylene chloride). The product is OC(CCCCCCCCCCCC)C1=CC(OC1OC)=O (4-(1-hydroxytridecyl)-5-methoxy-2(5H)-furanone). Reaction SMILES: [OH:1][CH:2]([C:15]1[CH:19]([OH:20])[O:18][C:17](=[O:21])[CH:16]=1)[CH2:3][CH2:4][CH2:5][CH2:6][CH2:7][CH2:8][CH2:9][CH2:10][CH2:11][CH2:12][CH2:13][CH3:14].[CH3:22]O>B(F)(F)F.CCOCC.C(Cl)Cl>[OH:1][CH:2]([C:15]1[CH:19]([O:20][CH3:22])[O:18][C:17](=[O:21])[CH:16]=1)[CH2:3][CH2:4][CH2:5][CH2:6][CH2:7][CH2:8][CH2:9][CH2:10][CH2:11][CH2:12][CH2:13][CH3:14] |f:2.3|. Procedure: A mixture of 0.8 g. of 4-(1-hydroxytridecyl)-5-hydroxy-2(5H)-furanone and 43 ml of methanol with a catalytic amount of BF3.OEt2 (3 drops) is stirred under argon for 15 hours. The mixture is diluted with methylene chloride, washed with water and dried over magnesium sulfate. The mixture is filtered and the solvent removed in vacuo. The resulting oil is purified by flash chromatography to give 4-(1-hydroxytridecyl)-5-methoxy-2(5H)-furanone.